Dataset: the Open Reaction Database (ORD), a public repository of structured organic reaction records. Task: describe an organic reaction: reactants, conditions, products, and yield The reactants are [Si](C)(C)(C(C)(C)C)OCC1=NOC(=C1)CCCO (3-(t-butyldimethylsilyloxymethyl)-5-(3-hydroxypropyl)isoxazole), CC1=C(C(=CC(=C1)C1=CC=CC=C1)C)O (2,6-dimethyl-4-phenyl-phenol). Product: OCC1=NOC(=C1)CCCOC1=C(C=C(C=C1C)C1=CC=CC=C1)C (3-(Hydroxymethyl)-5-[3-[2,6-dimethyl-4-phenylphenoxy]-propyl]-isoxazole), [Si](C)(C)(C(C)(C)C)OCC1=NOC(=C1)CCCOC1=C(C=C(C=C1C)C1=CC=CC=C1)C (3-(t-butyldimethylsilyloxymethyl)-5-[3-[2,6-dimethyl-4-phenylphenoxy]-propyl]-isoxazole). As a reaction SMILES: [Si:1]([O:8][CH2:9][C:10]1[CH:14]=[C:13]([CH2:15][CH2:16][CH2:17][OH:18])[O:12][N:11]=1)([C:4]([CH3:7])([CH3:6])[CH3:5])([CH3:3])[CH3:2].[CH3:19][C:20]1[CH:25]=[C:24]([C:26]2[CH:31]=[CH:30][CH:29]=[CH:28][CH:27]=2)[CH:23]=[C:22]([CH3:32])[C:21]=1[OH:33]>>[OH:8][CH2:9][C:10]1[CH:14]=[C:13]([CH2:15][CH2:16][CH2:17][O:18][C:21]2[C:20]([CH3:19])=[CH:25][C:24]([C:26]3[CH:27]=[CH:28][CH:29]=[CH:30][CH:31]=3)=[CH:23][C:22]=2[CH3:32])[O:12][N:11]=1.[Si:1]([O:8][CH2:9][C:10]1[CH:14]=[C:13]([CH2:15][CH2:16][CH2:17][O:33][C:21]2[C:22]([CH3:32])=[CH:23][C:24]([C:26]3[CH:31]=[CH:30][CH:29]=[CH:28][CH:27]=3)=[CH:25][C:20]=2[CH3:19])[O:12][N:11]=1)([C:4]([CH3:7])([CH3:6])[CH3:5])([CH3:2])[CH3:3]. Reported procedure: 3-(Hydroxymethyl)-5-[3-[2,6-dimethyl-4-phenylphenoxy]-propyl]-isoxazole was prepared following procedures described in the literature; J. Med. Chem. (1994) 37 2421, thus 3-(t-butyldimethylsilyloxymethyl)-5-(3-hydroxypropyl)isoxazole (ibid.) and 2,6-dimethyl-4-phenyl-phenol were coupled by way of a Mitsunobu reaction to give the adduct, 3-(t-butyldimethylsilyloxymethyl)-5-[3-[2,6-dimethyl-4-phenylphenoxy]-propyl]-isoxazole in 82% yield. 1H nmr (CDCl3): δ=7.6-7.2 (m, 7H); 6.13 (s, 1); 4.75 (d, 2H)... Starting materials: Cl (HCl), CNC(NN)=S (4-methylthiosemicarbazide), ClCC(C(=O)Cl)(C)CCl (α,α-bischloromethyl propionyl chloride), P(=O)(Cl)(Cl)Cl (phosphorus oxychloride), methylene chloride-petroleum ether. Solvent: O1CCOCC1 (dioxane). Yields the product CNC=1SC(=NN1)C(C)(CCl)CCl (2-methylamino-5-(α, α-bischloromethylethyl)-1,3,4-thiadiazole). As a reaction SMILES: [CH3:1][NH:2][C:3](=[S:6])[NH:4][NH2:5].[Cl:7][CH2:8][C:9]([CH2:14]Cl)([CH3:13])[C:10]([Cl:12])=O.P(Cl)(Cl)(Cl)=O.Cl>O1CCOCC1>[CH3:1][NH:2][C:3]1[S:6][C:13]([C:9]([CH2:10][Cl:12])([CH2:8][Cl:7])[CH3:14])=[N:5][N:4]=1. Procedure: To a stirred suspension of 34 g of 4-methylthiosemicarbazide in 50 ml of dioxane was added 60 g of α,α-bischloromethyl propionyl chloride, then heated to reflux temperature. Carefully 50 g of phosphorus oxychloride was added and heating continued until HCl evolution ceased. After cooling, the supernatant liquid was decanted from the viscous material that had separated, water was added and the mixture taken to a pH of 10 with sodium hydroxide pellets. No precipitate formed. The solution was extra... Starting materials: O=C([O-])[O-], CN(C)C=O, ClCC1CO1, Oc1ccn(-c2ccc(Cl)c(Cl)c2)n1, [I-], [K+], [K+], [Na+]. Product: Clc1ccc(-n2ccc(OCC3CO3)n2)cc1Cl. RXN SMILES: [C:20](=[O:21])([O-:22])[O-:23].[CH3:28][N:29]([CH3:30])[CH:31]=[O:32].[Cl:15][CH2:16][CH:17]1[CH2:18][O:19]1.[Cl:1][c:2]1[cH:3][c:4](-[n:9]2[n:10][c:11]([OH:14])[cH:12][cH:13]2)[cH:5][cH:6][c:7]1[Cl:8].[I-:27].[K+:24].[K+:25].[Na+:26]>>[Cl:1][c:2]1[cH:3][c:4](-[n:9]2[n:10][c:11]([O:14][CH2:16][CH:17]3[CH2:18][O:19]3)[cH:12][cH:13]2)[cH:5][cH:6][c:7]1[Cl:8]. Reactants: C(N)(=O)C=1C=C(C=CC1)C#CC1=NC(=NC=C1C(F)(F)F)NC1=C(C=C(C=C1)C1CCN(CC1)C(=O)OC(C)(C)C)OC (tert-butyl 4-(4-((4-((3-carbamoylphenyl)ethynyl)-5-(trifluoromethyl)pyrimidin-2-yl)amino)-3-methoxyphenyl)piperidine-1-carboxylate). The reagents and catalysts are [Pd] (palladium on activated carbon). The solvent is CN(C)C=O (DMF). Run at time 20 hour. Yields the product COC1=C(C=CC(=C1)C1CCNCC1)NC1=NC=C(C(=N1)CCC=1C=C(C(=O)N)C=CC1)C(F)(F)F (3-(2-(2-((2-Methoxy-4-(piperidin-4-yl)phenyl)amino)-5-(trifluoromethyl)pyrimidin-4-yl)ethyl)benzamide). RXN SMILES: [C:1]([C:4]1[CH:5]=[C:6]([C:10]#[C:11][C:12]2[C:17]([C:18]([F:21])([F:20])[F:19])=[CH:16][N:15]=[C:14]([NH:22][C:23]3[CH:28]=[CH:27][C:26]([CH:29]4[CH2:34][CH2:33][N:32](C(OC(C)(C)C)=O)[CH2:31][CH2:30]4)=[CH:25][C:24]=3[O:42][CH3:43])[N:13]=2)[CH:7]=[CH:8][CH:9]=1)(=[O:3])[NH2:2]>[Pd].CN(C=O)C>[CH3:43][O:42][C:24]1[CH:25]=[C:26]([CH:29]2[CH2:34][CH2:33][NH:32][CH2:31][CH2:30]2)[CH:27]=[CH:28][C:23]=1[NH:22][C:14]1[N:13]=[C:12]([CH2:11][CH2:10][C:6]2[CH:5]=[C:4]([CH:9]=[CH:8][CH:7]=2)[C:1]([NH2:2])=[O:3])[C:17]([C:18]([F:19])([F:20])[F:21])=[CH:16][N:15]=1. Procedure: A mixture of tert-butyl 4-(4-((4-((3-carbamoylphenyl)ethynyl)-5-(trifluoromethyl)pyrimidin-2-yl)amino)-3-methoxyphenyl)piperidine-1-carboxylate (I35) (0.073 g, 0.12 mmol) and 10% palladium on activated carbon (0.042 g) in DMF (3 mL) was stirred under a hydrogen atmosphere for 20 hours. The resulting mixture was filtered and filtrate evaporated to dryness under reduced pressure. The residue was chromatographed on silica gel (20-100% acetone/petroleum benzine 40-60° C.) to give the title compound ... The reactants are BrCC1=CC=C(C=C1)C(F)(F)F (1-bromomethyl-4-trifluoromethyl-benzene), C(C)(C)(C)OC(=O)N1CCN(CC1)C1=CC=C(C=C1)O (4-(4-hydroxy-phenyl)-piperazine-1-carboxylic acid tert-butyl ester), [H-].[Na+] (sodium hydride), ClCCl (dichloromethane). The solvent is O1CCCC1 (tetrahydrofuran), C(C)(=O)OCC (ethyl acetate), O1CCCC1 (tetrahydrofuran), O1CCCC1 (tetrahydrofuran), FC(C(=O)O)(F)F (trifluoroacetic acid). As a reaction SMILES: C(OC([N:8]1[CH2:13][CH2:12][N:11]([C:14]2[CH:19]=[CH:18][C:17]([OH:20])=[CH:16][CH:15]=2)[CH2:10][CH2:9]1)=O)(C)(C)C.[H-].[Na+].Br[CH2:24][C:25]1[CH:30]=[CH:29][C:28]([C:31]([F:34])([F:33])[F:32])=[CH:27][CH:26]=1.[Cl:35]CCl>O1CCCC1.C(OCC)(=O)C.FC(F)(F)C(O)=O>[F:32][C:31]([F:33])([F:34])[C:28]1[CH:29]=[CH:30][C:25]([CH2:24][O:20][C:17]2[CH:16]=[CH:15][C:14]([N:11]3[CH2:10][CH2:9][NH:8][CH2:13][CH2:12]3)=[CH:19][CH:18]=2)=[CH:26][CH:27]=1.[ClH:35] |f:1.2|. Yields the product FC(C1=CC=C(COC2=CC=C(C=C2)N2CCNCC2)C=C1)(F)F (1-[4-(4-trifluoromethyl-benzyloxy)-phenyl]-piperazine), Cl (hydrochloride). Reaction conditions: time 16 hour. Procedure: A solution of 4-(4-hydroxy-phenyl)-piperazine-1-carboxylic acid tert-butyl ester (1.5 g, 5.4 mmol) in dry tetrahydrofuran (5 mL) is added to suspension of sodium hydride (431 mg, 60% in oil, 10.8 mmol) in dry tetrahydrofuran (35 mL). After 15 minutes reaction time, a solution of 1-bromomethyl-4-trifluoromethyl-benzene (1.9 g, 8.1 mmol) in tetrahydrofuran (5 mL) is added. The reaction is stirred for 16 hours at room temperature, is filtered and concentrated under vacuum. The residue obtained is d... The reactants are CC(CO)(CO)C (2,2-dimethyl-1,3-propanediol), C(OCC)(OCC)=O (diethyl carbonate), O([Na])C (NaOCH3). Conditions: temperature 130 celsius. The product is CC1(COC(OC1)=O)C (5,5-dimethyl-1,3-dioxan-2-one). As a reaction SMILES: [CH3:1][C:2]([CH3:7])([CH2:5][OH:6])[CH2:3][OH:4].[C:8](=O)(OCC)[O:9]CC.O(C)[Na]>>[CH3:1][C:2]1([CH3:7])[CH2:5][O:6][C:8](=[O:9])[O:4][CH2:3]1. Procedure: A mixture of 208 grams (2 moles) 2,2-dimethyl-1,3-propanediol (neopentyl glycol), 295 grams diethyl carbonate, and 4.3 grams NaOCH3 was placed in a flask equipped with an 18-inch vigreux column and heated gradually to 130° C. About 230 ml ethanol was distilled. When the pot temperature reached 150°-160° C. excess diethyl carbonate was removed under reduced pressure. The resulting product was dissolved in benzene, washed with water, and concentrated. This product was recrystallized from ether and... RXN SMILES: [CH3:2][O:3][C:4](=[O:5])[CH:6]([C:7](=[O:8])[O:9][CH3:10])[CH2:11][CH2:12][CH2:13][CH2:14][CH2:15][CH2:16][O:17][C:18]([c:19]1[cH:20][cH:21][cH:22][cH:23][cH:24]1)([c:25]1[cH:26][cH:27][cH:28][cH:29][cH:30]1)[c:31]1[cH:32][cH:33][cH:34][cH:35][cH:36]1.[CH3:37][OH:38].[I:1]>>[CH3:2][O:3][C:4](=[O:5])[CH:6]([C:7](=[O:8])[O:9][CH3:10])[CH2:11][CH2:12][CH2:13][CH2:14][CH2:15][CH2:16][OH:17]. The reactants are COC(=O)C(CCCCCCOC(c1ccccc1)(c1ccccc1)c1ccccc1)C(=O)OC, CO, I. Yields the product COC(=O)C(CCCCCCO)C(=O)OC. Starting materials: ClC1=CC=C(OCC2(OC2)C(C)(C)C)C=C1 (2-(4-chlorophenoxymethyl)-2-tert.-butyloxirane), N1N=CN=C1 (1,2,4-triazole), solid, [OH-].[K+] (potassium hydroxide). Solvent: C1(=CC=CC=C1)C (toluene), CS(=O)C (dimethyl sulphoxide). Reaction conditions: time 2 hour. Product: ClC1=CC=C(OCC(CN2N=CN=C2)(C(C)(C)C)O)C=C1 (2-(4-chlorophenoxymethyl)-3,3-dimethyl-1-(1,2,4-triazol-1-yl)-2-butanol). Isolated yield 51.8%. RXN SMILES: [Cl:1][C:2]1[CH:16]=[CH:15][C:5]([O:6][CH2:7][C:8]2([C:11]([CH3:14])([CH3:13])[CH3:12])[CH2:10][O:9]2)=[CH:4][CH:3]=1.[NH:17]1[CH:21]=[N:20][CH:19]=[N:18]1.[OH-].[K+]>C1(C)C=CC=CC=1.CS(C)=O>[Cl:1][C:2]1[CH:16]=[CH:15][C:5]([O:6][CH2:7][C:8]([OH:9])([C:11]([CH3:14])([CH3:13])[CH3:12])[CH2:10][N:17]2[CH:21]=[N:20][CH:19]=[N:18]2)=[CH:4][CH:3]=1 |f:2.3|. Procedure: A mixture of 30 g of 2-(4-chlorophenoxymethyl)-2-tert.-butyloxirane, 9.8 g of 1,2,4-triazole and 1.2 g of solid potassium hydroxide in 70 ml of toluene and 7.5 ml of dimethyl sulphoxide was heated under reflux for 6 hours. After cooling to room temperature, 2 g of silica gel were added to the reaction mixture and it was then filtered. 75 ml of semi-concentrated hydrochloric acid were added to the filtrate, and the crystals which separated out thereby were filtered off with suction. Then 80 ml of... Starting materials: CCN(C(C)C)C(C)C, O=C(OC(Cl)(Cl)Cl)OC(Cl)(Cl)Cl, NNc1ccccc1, C1CCOC1, O, O=C1OC(c2ccccc2)(c2ccccc2)C2CNCCN12. The product is O=C(NNc1ccccc1)N1CCN2C(=O)OC(c3ccccc3)(c3ccccc3)C2C1. RXN SMILES: [CH:23]([N:24]([CH:25]([CH3:26])[CH3:27])[CH2:28][CH3:29])([CH3:30])[CH3:31].[Cl:32][C:33]([O:34][C:37]([O:35][C:36]([Cl:38])([Cl:39])[Cl:40])=[O:43])([Cl:41])[Cl:42].[NH2:44][NH:45][c:46]1[cH:47][cH:48][cH:49][cH:50][cH:51]1.[O:52]1[CH2:53][CH2:54][CH2:55][CH2:56]1.[OH2:57].[c:1]1([C:7]2([c:17]3[cH:18][cH:19][cH:20][cH:21][cH:22]3)[O:8][C:9](=[O:16])[N:10]3[CH:11]2[CH2:12][NH:13][CH2:14][CH2:15]3)[cH:2][cH:3][cH:4][cH:5][cH:6]1>>[c:1]1([C:7]2([c:17]3[cH:18][cH:19][cH:20][cH:21][cH:22]3)[O:8][C:9](=[O:16])[N:10]3[CH:11]2[CH2:12][N:13]([C:37](=[O:43])[NH:44][NH:45][c:46]2[cH:47][cH:48][cH:49][cH:50][cH:51]2)[CH2:14][CH2:15]3)[cH:2][cH:3][cH:4][cH:5][cH:6]1.